This data is from the Open Reaction Database (ORD), a public repository of structured organic reaction records. The task is: describe an organic reaction: reactants, conditions, products, and yield The reactants are BrC=1C=C2C=CC(=NC2=CC1)O[C@@H]1CC[C@H](CC1)C(C)(C)C (6-Bromo-2-(trans-4-tert-butyl-cyclohexyloxy)-quinoline), C(CCC)[Li] (n-Butyllithium), CCCCCC (hexane), Cl (HCl), C([O-])(O)=O.[Na+] (sodium bicarbonate). The solvent is O1CCCC1 (Tetrahydrofuran), CN(C=O)C (N,N-Dimethylformamide). Reaction conditions: time 15 minute. Product: C(C)(C)(C)[C@@H]1CC[C@H](CC1)OC1=NC2=CC=C(C=C2C=C1)C=O (2-(trans-4-tert-Butyl-cyclohexyloxy)-quinoline-6-carbaldehyde). As a reaction SMILES: Br[C:2]1[CH:3]=[C:4]2[C:9](=[CH:10][CH:11]=1)[N:8]=[C:7]([O:12][C@H:13]1[CH2:18][CH2:17][C@H:16]([C:19]([CH3:22])([CH3:21])[CH3:20])[CH2:15][CH2:14]1)[CH:6]=[CH:5]2.C([Li])CCC.CCCCCC.Cl.[C:35](=O)(O)[O-:36].[Na+]>O1CCCC1.CN(C)C=O>[C:19]([C@H:16]1[CH2:17][CH2:18][C@H:13]([O:12][C:7]2[CH:6]=[CH:5][C:4]3[C:9](=[CH:10][CH:11]=[C:2]([CH:35]=[O:36])[CH:3]=3)[N:8]=2)[CH2:14][CH2:15]1)([CH3:22])([CH3:21])[CH3:20] |f:4.5|. Procedure details: To 6-Bromo-2-(trans-4-tert-butyl-cyclohexyloxy)-quinoline (1.0933 g, 3.0176 mmol) in Tetrahydrofuran (24 mL) was added 1.6 M of n-Butyllithium in hexane (5.6 mL, 9.0 mmol) at −78° C. and the reaction was stirred for 15 min. N,N-Dimethylformamide (1.2 mL) was added and the reaction was stirred for 30 minutes. 1 M HCl was added and the reaction allowed to warm to RT. Saturated sodium bicarbonate solution was added and the mixture extracted with ethyl acetate. The organic layer was washed with satu... Reactants: Cc1ccc(OCCO)cc1C, CS(C)=O, O=C(Cl)C(=O)Cl, ClCCl, O. Yields the product Cc1ccc(OCC=O)cc1C. RXN SMILES: [CH3:11][c:12]1[cH:13][c:14]([O:15][CH2:16][CH2:17][OH:18])[cH:19][cH:20][c:21]1[CH3:22].[CH3:7][S:8](=[O:9])[CH3:10].[Cl:1][C:2]([C:3]([Cl:4])=[O:5])=[O:6].[Cl:24][CH2:25][Cl:26].[OH2:23]>>[CH3:11][c:12]1[cH:13][c:14]([O:15][CH2:16][CH:17]=[O:18])[cH:19][cH:20][c:21]1[CH3:22].